From a dataset of the Open Reaction Database (ORD), a public repository of structured organic reaction records. describe an organic reaction: reactants, conditions, products, and yield The reactants are CS(=O)(=O)C1=C(C=CC=C1)S(=O)(=O)Cl (2-methylsulfonylbenzenesulfonyl chloride), [H-].[Na+] (sodium hydride), CC(C(=O)ONC(=O)OC(C)(C)C)(C)C ([(tert-butoxy)carbonyl]amino 2,2-dimethylpropanoate). The product is CC(C(=O)ON(C(OC(C)(C)C)=O)S(=O)(=O)C1=C(C=CC=C1)S(=O)(=O)C)(C)C (tert-butyl [(2,2-dimethylpropanoyl)oxy]{[2-(methylsulfonyl)phenyl]sulfonyl}carbamate). As a reaction SMILES: [CH3:1][S:2]([C:5]1[CH:10]=[CH:9][CH:8]=[CH:7][C:6]=1[S:11](Cl)(=[O:13])=[O:12])(=[O:4])=[O:3].[H-].[Na+].[CH3:17][C:18]([CH3:31])([CH3:30])[C:19]([O:21][NH:22][C:23]([O:25][C:26]([CH3:29])([CH3:28])[CH3:27])=[O:24])=[O:20]>>[CH3:17][C:18]([CH3:31])([CH3:30])[C:19]([O:21][N:22]([S:11]([C:6]1[CH:7]=[CH:8][CH:9]=[CH:10][C:5]=1[S:2]([CH3:1])(=[O:4])=[O:3])(=[O:13])=[O:12])[C:23](=[O:24])[O:25][C:26]([CH3:29])([CH3:28])[CH3:27])=[O:20] |f:1.2|. Procedure: tert-Butyl [(2,2-dimethylpropanoyl)oxy]{[2-(methylsulfonyl)phenyl]sulfonyl}carbamate (46) is prepared from 2-methylsulfonylbenzenesulfonyl chloride, sodium hydride and [(tert-butoxy)carbonyl]amino 2,2-dimethylpropanoate according to Scheme 2. (1.5 g, 78%), 1H NMR (250 MHz, DMSO-d6) δ ppm 8.18-8.37 (2H, m), 7.94-8.15 (2H, m), 3.46 (3H, s), 1.30 (9H, s), 1.29 (9H, s). Starting materials: ClC1=CC=C(C=C1)N1N=CC(=C(C1=O)Cl)Cl (2-(4-chlorophenyl)-4,5-dichloro-3(2H)-pyridazinone), FC(C1=CC=C(CO)C=C1)(F)F (p-trifluoromethylbenzyl alcohol), [OH-].[K+] (potassium hydroxide). Solvent: CN(C=O)C (N,N-dimethylformamide). Run at time 1 day. The product is ClC=1C(N(N=CC1OCC1=CC=C(C=C1)C(F)(F)F)C1=CC=C(C=C1)Cl)=O (4-chloro-2-(4-chlorophenyl)-5-(4-trifluoromethylbenzyloxy)-3(2H)-pyridazinone). Isolated yield 59.7%. As a reaction SMILES: [Cl:1][C:2]1[CH:7]=[CH:6][C:5]([N:8]2[C:13](=[O:14])[C:12]([Cl:15])=[C:11](Cl)[CH:10]=[N:9]2)=[CH:4][CH:3]=1.[F:17][C:18]([F:28])([F:27])[C:19]1[CH:26]=[CH:25][C:22]([CH2:23][OH:24])=[CH:21][CH:20]=1.[OH-].[K+]>CN(C)C=O>[Cl:15][C:12]1[C:13](=[O:14])[N:8]([C:5]2[CH:6]=[CH:7][C:2]([Cl:1])=[CH:3][CH:4]=2)[N:9]=[CH:10][C:11]=1[O:24][CH2:23][C:22]1[CH:21]=[CH:20][C:19]([C:18]([F:17])([F:27])[F:28])=[CH:26][CH:25]=1 |f:2.3|. Procedure details: In 30 ml of N,N-dimethylformamide were dissolved 1.0 g (3.6 m mol) of 2-(4-chlorophenyl)-4,5-dichloro-3(2H)-pyridazinone and 0.64 g (3.6 m mol) of p-trifluoromethylbenzyl alcohol, and thereto was added 0.24 g of powdery potassium hydroxide. The reaction mixture was stirred at room temperature for one day. Then, the procedures in Synthesis Example 2 were repeated to give 900 mg of the intended compound. Starting materials: BrC1=C(C2=C(N=C(S2)NC(=O)NCC)C=C1)S(=O)(=O)C(F)(F)F (1-(6-bromo-7-trifluoromethylsulfonyl-2-benzothiazolyl)-3-ethylurea), [Cl-].[Li+] (lithium chloride), C1(=CC=CC=C1)P(C1=CC=CC=C1)C1=CC=CC=C1 (triphenylphosphine), C(=C)[Sn](C=C)(C=C)C=C (tetravinyltin), [Sn] (tin). Reagents/catalysts: Cl[Pd]([P](C1=CC=CC=C1)(C2=CC=CC=C2)C3=CC=CC=C3)([P](C4=CC=CC=C4)(C5=CC=CC=C5)C6=CC=CC=C6)Cl (Pd(PPh3)2Cl2). Solvent: CO (MeOH). Conditions: temperature 100 celsius. Product: C(=C)C1=C(C2=C(N=C(S2)NC(=O)NCC)C=C1)C=C (1-(6,7-Di-vinyl-2-benzothiazolyl)-3-ethylurea). Isolated yield 39.4%. As a reaction SMILES: Br[C:2]1[CH:16]=[CH:15][C:5]2[N:6]=[C:7]([NH:9][C:10]([NH:12][CH2:13][CH3:14])=[O:11])[S:8][C:4]=2[C:3]=1S(C(F)(F)F)(=O)=O.[Cl-].[Li+].[C:26]1(P(C2C=CC=CC=2)C2C=CC=CC=2)C=CC=C[CH:27]=1.[CH:45]([Sn](C=C)(C=C)C=C)=[CH2:46].[Sn]>CO.Cl[Pd](Cl)([P](C1C=CC=CC=1)(C1C=CC=CC=1)C1C=CC=CC=1)[P](C1C=CC=CC=1)(C1C=CC=CC=1)C1C=CC=CC=1>[CH:26]([C:2]1[CH:16]=[CH:15][C:5]2[N:6]=[C:7]([NH:9][C:10]([NH:12][CH2:13][CH3:14])=[O:11])[S:8][C:4]=2[C:3]=1[CH:45]=[CH2:46])=[CH2:27] |f:1.2,^3:53,^1:59,78|. Procedure details: Similar to the synthesis of Example 203, a mixture of 1-(6-bromo-7-trifluoromethylsulfonyl-2-benzothiazolyl)-3-ethylurea (0.100 g, 0.22 mmol), lithium chloride (0.078 g, 1.84 mmol, 8.4 eq), triphenylphosphine (0.034 g, 0.13 mmol, 0.6 eq), Pd(PPh3)2Cl2 (0.018 g, 0.026 mmol, 0.12 eq), tetravinyltin (0.080 mL, 0.44 mmol, 2.0 eq), and a crystal of 2,6-di-tert-butyl-4-methylphenol was purged with nitrogen gas, and was heated at about 100° C. for about 18 hours. Additional tin reagent (0.080 mL, 0.44 ...